This data is from the Open Reaction Database (ORD), a public repository of structured organic reaction records. The task is: describe an organic reaction: reactants, conditions, products, and yield Starting materials: BrCCOc1cccc(-c2noc3ccsc23)c1, O=C([O-])[O-], CC#N, NCc1ccc(F)c(F)c1, [K+], [K+]. Product: Fc1ccc(CNCCOc2cccc(-c3noc4ccsc34)c2)cc1F. RXN SMILES: [Br:1][CH2:2][CH2:3][O:4][c:5]1[cH:6][c:7](-[c:11]2[n:12][o:13][c:14]3[c:15]2[s:16][cH:17][cH:18]3)[cH:8][cH:9][cH:10]1.[C:19](=[O:20])([O-:21])[O-:22].[CH3:35][C:36]#[N:37].[F:25][c:26]1[cH:27][c:28]([CH2:29][NH2:30])[cH:31][cH:32][c:33]1[F:34].[K+:23].[K+:24]>>[CH2:2]([CH2:3][O:4][c:5]1[cH:6][c:7](-[c:11]2[n:12][o:13][c:14]3[c:15]2[s:16][cH:17][cH:18]3)[cH:8][cH:9][cH:10]1)[NH:30][CH2:29][c:28]1[cH:27][c:26]([F:25])[c:33]([F:34])[cH:32][cH:31]1. Reaction SMILES: [Cl:1][C:2]1[C:10]([Cl:11])=[C:9]([OH:12])[CH:8]=[CH:7][C:3]=1[C:4]([OH:6])=[O:5].[OH-].[Na+].S(OC)(O[CH3:19])(=O)=O>O>[Cl:1][C:2]1[C:10]([Cl:11])=[C:9]([O:12][CH3:19])[CH:8]=[CH:7][C:3]=1[C:4]([OH:6])=[O:5] |f:1.2|. Procedure: To 20.7 g (0.1 mole) off 2,3-dichloro-4-hydroxybenzoic acid was added 8 g of sodium hydroxide dissolved in 150 ml water. The solution was warmed to 60° and 12.6 g (0.1 mole) of dimethyl sulfate added. The mixture was then heated at 70° for 2 hours, cooled, acidified and filtered to yield 16.7 g. (75%) of the product, m.p. 224°-226°. Yields the product ClC1=C(C(=O)O)C=CC(=C1Cl)OC (2,3-Dichloro-4-methoxybenzoic Acid). Run in O (water). Starting materials: product, ClC1=C(C(=O)O)C=CC(=C1Cl)O (2,3-dichloro-4-hydroxybenzoic acid), [OH-].[Na+] (sodium hydroxide), S(=O)(=O)(OC)OC (dimethyl sulfate). The product is N#N.Cl.Cl.C(C)OC([C@@H](NS(=O)(=O)C1=CC=CC=2C(N(C)C)=CC=CC12)CCCNC(N)=N)=O (N2 dansyl-L-arginine ethyl ester dihydrochloride). Reaction SMILES: [N:1]#[N:2].[S:3]([NH:19][C@H:20]([C:28]([OH:30])=[O:29])[CH2:21][CH2:22][CH2:23][NH:24][C:25](=[NH:27])[NH2:26])([C:6]1[C:18]2[CH:17]=[CH:16][CH:15]=[C:11]([N:12]([CH3:14])[CH3:13])[C:10]=2[CH:9]=[CH:8][CH:7]=1)(=[O:5])=[O:4].[ClH:31].[CH2:32](O)[CH3:33]>>[N:1]#[N:2].[ClH:31].[ClH:31].[CH2:32]([O:29][C:28](=[O:30])[C@H:20]([CH2:21][CH2:22][CH2:23][NH:24][C:25](=[NH:26])[NH2:27])[NH:19][S:3]([C:6]1[C:18]2[CH:17]=[CH:16][CH:15]=[C:11]([N:12]([CH3:13])[CH3:14])[C:10]=2[CH:9]=[CH:8][CH:7]=1)(=[O:4])=[O:5])[CH3:33] |f:0.1,4.5.6.7|. Procedure: A suspension of 1.0 gram of N2 -dansyl-L-arginine in 15 ml of anhydrous ethanol was saturated with dry hydrogen chloride for 1 hour. The reaction mixture was reflexed for an additional one hour. After cooling, the reaction mixture was concentrated in vacuo. The residue was triturated with cold ethyl ether to give a crystalline product. After crystallization from ethanol-ethyl ether, N2 -dansyl-L-arginine ethyl ester dihydrochloride was obtained in 95% yield; mp. 140°-144° C. Reaction conditions: time 1 hour. Isolated yield 95.0%. The reactants are N#N.S(=O)(=O)(C1=CC=CC=2C(N(C)C)=CC=CC12)N[C@@H](CCCNC(N)=N)C(=O)O (N2 dansyl-L-arginine), C(C)O (ethanol), Cl (hydrogen chloride). Solvent: ClCCl (dichloromethane). The reagents and catalysts are C(C)(=O)[O-].[Cu+2].C(C)(=O)[O-] (copper acetate). Run at time 8 hour. The product is C(C1=CC=CC=C1)(=O)N1CCN(CC1)C1=C(C=C(C=C1)[N+](=O)[O-])NC1=CC=CC=C1 (N-(2-(4-benzoylpiperazin-1-yl)-5-nitrophenyl)benzenamine). Reactants: NC1=C(C=CC(=C1)[N+](=O)[O-])N1CCN(CC1)C(=O)C1=CC=CC=C1 ((4-(2-amino-4-nitrophenyl)piperazin-1-yl)(phenyl)methanone), P(=O)([O-])([O-])[O-].[K+].[K+].[K+] (potassium phosphate), C1(=CC=CC=C1)B(O)O (phenylboronic acid). The yield is 20.0%. As a reaction SMILES: [NH2:1][C:2]1[CH:7]=[C:6]([N+:8]([O-:10])=[O:9])[CH:5]=[CH:4][C:3]=1[N:11]1[CH2:16][CH2:15][N:14]([C:17]([C:19]2[CH:24]=[CH:23][CH:22]=[CH:21][CH:20]=2)=[O:18])[CH2:13][CH2:12]1.P([O-])([O-])([O-])=O.[K+].[K+].[K+].[C:33]1(B(O)O)[CH:38]=[CH:37][CH:36]=[CH:35][CH:34]=1>ClCCl.C([O-])(=O)C.[Cu+2].C([O-])(=O)C>[C:17]([N:14]1[CH2:13][CH2:12][N:11]([C:3]2[CH:4]=[CH:5][C:6]([N+:8]([O-:10])=[O:9])=[CH:7][C:2]=2[NH:1][C:33]2[CH:38]=[CH:37][CH:36]=[CH:35][CH:34]=2)[CH2:16][CH2:15]1)(=[O:18])[C:19]1[CH:20]=[CH:21][CH:22]=[CH:23][CH:24]=1 |f:1.2.3.4,7.8.9|. Procedure details: A suspension of (4-(2-amino-4-nitrophenyl)piperazin-1-yl)(phenyl)methanone (0.4 g, 1.2 mmol), copper acetate (0.45 g, 2.5 mmol), potassium phosphate (0.26 g, 1.2 mmol), 18-C-6 (31 mg, 0.12 mmol), 4 Å molecular sieves (1.0 g) and phenylboronic acid and pyridine complex (1.4 g, 3.7 mmol) in 30 ml dry dichloromethane was stirred at room temperature overnight. The reaction was quenched with 20 ml water. The mixture was filtered and extracted with ethyl acetate (3×20 ml), followed by drying over anhy... The reactants are C(CCC)NC([C@@H](NC(=O)OC(C)(C)C)CCCC)=O (N-Boc-L-norleucine butylamide), C(C)(=O)Cl (acetyl chloride). Run in CO (methanol). Conditions: time 45 minute. The product is Cl.C(CCC)NC([C@@H](N)CCCC)=O (L-norleucine butylamide hydrochloride). As a reaction SMILES: [CH2:1]([NH:5][C:6](=[O:20])[C@H:7]([CH2:16][CH2:17][CH2:18][CH3:19])[NH:8]C(OC(C)(C)C)=O)[CH2:2][CH2:3][CH3:4].C([Cl:24])(=O)C>CO>[ClH:24].[CH2:1]([NH:5][C:6](=[O:20])[C@H:7]([CH2:16][CH2:17][CH2:18][CH3:19])[NH2:8])[CH2:2][CH2:3][CH3:4] |f:3.4|. Procedure details: The N-Boc-L-norleucine butylamide in methanol is treated with acetyl chloride. After 45 minutes, all volatiles are removed under reduced pressure to yield L-norleucine butylamide hydrochloride. Reaction SMILES: [CH3:10][Si:11]([CH:12]=[N+:13]=[N-:14])([CH3:15])[CH3:16].[CH3:17][OH:18].[CH3:1][n:2]1[c:3]([C:7](=[O:8])[OH:9])[cH:4][cH:5][cH:6]1.[O:19]1[CH2:20][CH2:21][O:22][CH2:23][CH2:24]1>>[CH3:1][n:2]1[c:3]([C:7](=[O:8])[O:9][CH3:10])[cH:4][cH:5][cH:6]1. The reactants are C[Si](C)(C)C=[N+]=[N-], CO, Cn1cccc1C(=O)O, C1COCCO1. Product: COC(=O)c1cccn1C. The reactants are ClC1=NC=NC2=CC(=C(C=C12)OC)OCCCN1CCCCC1 (4-chloro-6-methoxy-7-(3-piperidinopropoxy)quinazoline), C([O-])([O-])=O.[K+].[K+] (potassium carbonate), OC1=C2C=CNC2=CC=C1 (4-hydroxyindole). Solvent: CC(=O)N(C)C (DMA). Run at temperature 85 celsius, time 3 hour. Yields the product N1C=CC2=C(C=CC=C12)OC1=NC=NC2=CC(=C(C=C12)OC)OCCCN1CCCCC1 (4-(indol-4-yloxy)-6-methoxy-7-(3-piperidinopropoxy)quinazoline). The yield is 50.9%. As a reaction SMILES: Cl[C:2]1[C:11]2[C:6](=[CH:7][C:8]([O:14][CH2:15][CH2:16][CH2:17][N:18]3[CH2:23][CH2:22][CH2:21][CH2:20][CH2:19]3)=[C:9]([O:12][CH3:13])[CH:10]=2)[N:5]=[CH:4][N:3]=1.C(=O)([O-])[O-].[K+].[K+].[OH:30][C:31]1[CH:39]=[CH:38][CH:37]=[C:36]2[C:32]=1[CH:33]=[CH:34][NH:35]2>CC(N(C)C)=O>[NH:35]1[C:36]2[C:32](=[C:31]([O:30][C:2]3[C:11]4[C:6](=[CH:7][C:8]([O:14][CH2:15][CH2:16][CH2:17][N:18]5[CH2:23][CH2:22][CH2:21][CH2:20][CH2:19]5)=[C:9]([O:12][CH3:13])[CH:10]=4)[N:5]=[CH:4][N:3]=3)[CH:39]=[CH:38][CH:37]=2)[CH:33]=[CH:34]1 |f:1.2.3|. Procedure details: A mixture of 4-chloro-6-methoxy-7-(3-piperidinopropoxy)quinazoline (200 mg, 0.595 mmol), (prepared as described for the starting material in Example 67), potassium carbonate (411 mg, 2.98 mmol) and 4-hydroxyindole (103 mg, 0.774 mmol) in DMA (2.0 ml) was stirred at 85° C. for 3 hours and allowed to cool to ambient temperature. The reaction mixture was filtered and the filtrate evaporated to give a solid residue. The residue was purified by silica column chromatography, with gradient elution usin... Reactants: C(C)#N (acetonitrile), S1(=O)(=O)CCCC1 (sulfolane), crude crystal, [Na+].ClC1=C(C(=O)C2=CC=C(OC3=CC=C(C=C3)S(=O)(=O)[O-])C=C2)C=C(C=C1)Cl (4-[4-(2,5-dichlorobenzoyl)phenoxy]benzene sulfonic acid sodium salt), P(=O)(Cl)(Cl)Cl (phosphoryl trichloride). Run in CN(C(C)=O)C (N,N-dimethylacetamide), O (water). Reaction conditions: temperature 72 celsius, time 40 minute. Yields the product 153, ClC1=C(C(=O)C2=CC=C(OC3=CC=C(C=C3)S(=O)(=O)Cl)C=C2)C=C(C=C1)Cl (4-[4-(2,5-dichlorobenzoyl)phenoxy]benzene sulfonic acid chloride). Reaction SMILES: C(#N)C.S1(CCCC1)(=O)=O.[Na+].[Cl:12][C:13]1[CH:37]=[CH:36][C:35]([Cl:38])=[CH:34][C:14]=1[C:15]([C:17]1[CH:33]=[CH:32][C:20]([O:21][C:22]2[CH:27]=[CH:26][C:25]([S:28]([O-])(=[O:30])=[O:29])=[CH:24][CH:23]=2)=[CH:19][CH:18]=1)=[O:16].P(Cl)(Cl)([Cl:41])=O>O.CN(C)C(=O)C>[Cl:12][C:13]1[CH:37]=[CH:36][C:35]([Cl:38])=[CH:34][C:14]=1[C:15]([C:17]1[CH:33]=[CH:32][C:20]([O:21][C:22]2[CH:27]=[CH:26][C:25]([S:28]([Cl:41])(=[O:30])=[O:29])=[CH:24][CH:23]=2)=[CH:19][CH:18]=1)=[O:16] |f:2.3|. Reported procedure: Solvent (300 mL of acetonitrile and 200 mL of sulfolane) was added to 215 g (about 400 mmol) of crude crystal of A—SO3Na. Furthermore, phosphoryl trichloride (245.3 g, 1.6 mol) was added and reacted at 70° C. Furthermore, 5 mL of N,N-dimethylacetamide was added, a yellow suspension was stirred for 40 minutes at 71 to 73° C., and the reaction liquid was cooled to 3° C. 1 L of cold water was added at a rate so that the temperature of the reaction liquid did not exceed 10° C. The deposit was filter... Starting materials: S(=O)(=O)([O-])[O-].[Ba+2] (barium sulfate), C (carbon black). Solvent: O (water). Conditions: time 17.5 minute. Yields the product S(=O)(=O)([O-])[O-].[Ba+2] (Barium sulfate), C.S(=O)(=O)([O-])[O-].[Ba+2] (carbon black barium sulfate). As a reaction SMILES: [S:1]([O-:5])([O-:4])(=[O:3])=[O:2].[Ba+2:6].[CH4:7]>O>[S:1]([O-:5])([O-:4])(=[O:3])=[O:2].[Ba+2:6].[CH4:7].[S:1]([O-:5])([O-:4])(=[O:3])=[O:2].[Ba+2:6] |f:0.1,4.5,6.7.8|. Procedure details: Barium sulfate nanoparticles are prepared according to the teaching of Chemical Engineering Journal 149 (2009) 473-478. 100 g barium sulfate suspension (10 wt % barium sulfate) is mixed with 300 g carbon black suspension (10 wt % carbon) and 600 g water. The combined mixture is sheared for 15-20 minutes until the components are intimately mixed. The feed is then pumped to an atomization unit to form droplets and the droplets are entrained in a gas stream and sprayed into spray conversion equipme...